From a dataset of the Open Reaction Database (ORD), a public repository of structured organic reaction records. describe an organic reaction: reactants, conditions, products, and yield Reactants: C12(C(=O)CC(CC1)C2(C)C)CS(=O)(=O)O (Camphorsulphonic acid), C(C=1C(O)=CC=CC1)(=O)O (salicylic acid), [OH-].C(CCC)[P+](CCCC)(CCCC)CCCC (tetrabutylphosphonium hydroxide). Solvent: CC(=O)C (acetone). Reaction conditions: time 15 minute. The product is C(C=1C(O)=CC=CC1)(=O)[O-].C(CCC)[P+](CCCC)(CCCC)CCCC.C12(C(=O)CC(CC1)C2(C)C)CS(=O)(=O)O (Tetrabutylphosphonium Salicylate camphorsulfonic Acid). RXN SMILES: [C:1]12([CH2:11][S:12]([OH:15])(=[O:14])=[O:13])[C:8]([CH3:10])([CH3:9])[CH:5]([CH2:6][CH2:7]1)[CH2:4][C:2]2=[O:3].[C:16]([OH:25])(=[O:24])[C:17]1[C:18](=[CH:20][CH:21]=[CH:22][CH:23]=1)[OH:19].[OH-].[CH2:27]([P+:31]([CH2:40][CH2:41][CH2:42][CH3:43])([CH2:36][CH2:37][CH2:38][CH3:39])[CH2:32][CH2:33][CH2:34][CH3:35])[CH2:28][CH2:29][CH3:30]>CC(C)=O>[C:16]([O-:25])(=[O:24])[C:17]1[C:18](=[CH:20][CH:21]=[CH:22][CH:23]=1)[OH:19].[CH2:40]([P+:31]([CH2:27][CH2:28][CH2:29][CH3:30])([CH2:32][CH2:33][CH2:34][CH3:35])[CH2:36][CH2:37][CH2:38][CH3:39])[CH2:41][CH2:42][CH3:43].[C:1]12([CH2:11][S:12]([OH:15])(=[O:13])=[O:14])[C:8]([CH3:10])([CH3:9])[CH:5]([CH2:6][CH2:7]1)[CH2:4][C:2]2=[O:3] |f:2.3,5.6.7|. Procedure details: Camphorsulphonic acid (5 mmol), salicylic acid (0.6909 g, 5 mmol) and tetrabutylphosphonium hydroxide (˜40% sol. in H2O) (3.414 g, 5 mmol) were dissolved in 20 ml of acetone and stirred for 15 min at room temperature. The solvent was evaporated and the remaining viscous liquid was dried at 0.01 mbar with stirring for 24 hrs. The desired compound is isolated as a colourless liquid; 1H-NMR (300 MHz, d6-DMSO) δ(ppm)=7.79 (dd, J1=7.9 Hz, J2=1.8 Hz), 7.52 (m, 1H), 6.94 (m, 3H), 2.97 (d, J=14.8 Hz, 1H...